This data is from the Open Reaction Database (ORD), a public repository of structured organic reaction records. The task is: describe an organic reaction: reactants, conditions, products, and yield The reactants are CCOC(=O)c1ccc(Cl)c(Oc2cc(Br)cnc2NC(=S)NC(=O)c2ccccc2)c1, CCO, [K+], [K+], O=C([O-])[O-]. Product: CCOC(=O)c1ccc(Cl)c(Oc2cc(Br)cnc2NC(N)=S)c1. Reaction SMILES: [C:1](=[O:2])([c:3]1[cH:4][cH:5][cH:6][cH:7][cH:8]1)[NH:9][C:10]([NH:11][c:12]1[n:13][cH:14][c:15]([Br:31])[cH:16][c:17]1[O:18][c:19]1[cH:20][c:21]([C:22](=[O:23])[O:24][CH2:25][CH3:26])[cH:27][cH:28][c:29]1[Cl:30])=[S:32].[CH3:39][CH2:40][OH:41].[K+:33].[K+:34].[O-:35][C:36]([O-:37])=[O:38]>>[NH2:9][C:10]([NH:11][c:12]1[n:13][cH:14][c:15]([Br:31])[cH:16][c:17]1[O:18][c:19]1[cH:20][c:21]([C:22](=[O:23])[O:24][CH2:25][CH3:26])[cH:27][cH:28][c:29]1[Cl:30])=[S:32].